From a dataset of the Open Reaction Database (ORD), a public repository of structured organic reaction records. describe an organic reaction: reactants, conditions, products, and yield Reactants: N1(CCCC1)CC#C (1-(pyrrolidin-1-yl)-prop-2-yne), CC(=O)C (acetone), C(CCC)[Li] (n-butyl lithium). Solvent: O1CCCC1 (tetrahydrofuran), O1CCCC1 (tetrahydrofuran), hexanes. Reaction conditions: temperature -78 celsius, time 30 minute. Yields the product CC(C)(C#CCN1CCCC1)O (2-Methyl-5-(pyrrolidin-1-yl)-pent-3-yn-2-ol). As a reaction SMILES: [N:1]1([CH2:6][C:7]#[CH:8])[CH2:5][CH2:4][CH2:3][CH2:2]1.C([Li])CCC.[CH3:14][C:15]([CH3:17])=[O:16]>O1CCCC1>[CH3:14][C:15]([OH:16])([C:8]#[C:7][CH2:6][N:1]1[CH2:5][CH2:4][CH2:3][CH2:2]1)[CH3:17]. Reported procedure: A solution of 1-(pyrrolidin-1-yl)-prop-2-yne (prepared by the method of Biel and DiPierro J. Am. Chem. Soc. 1958, 80, 4609) (0.545 g) in dry tetrahydrofuran (15 ml) was treated at -78° C. with a solution of n-butyl lithium in hexanes (2.5 M, 2.2 ml) and the mixture was allowed to stir at -78° C. for 30 minutes and them permitted to warm to room temperature over the course of one hour. Upon recooling to -78° C. this mixture was treated with a solution of acetone (1 ml) in tetrahydrofuran (1 ml). ... Reactants: CCCCCCC(Br)C(=O)OCC, N#Cc1ccccc1-c1ccc2[nH]ccc2c1, C1CCOC1, [H-], [Na+]. Yields the product CCCCCCC(C(=O)OCC)n1ccc2cc(-c3ccccc3C#N)ccc21. RXN SMILES: [Br:20][CH:21]([C:22](=[O:23])[O:24][CH2:25][CH3:26])[CH2:27][CH2:28][CH2:29][CH2:30][CH2:31][CH3:32].[C:1](#[N:2])[c:3]1[c:4](-[c:9]2[cH:10][c:11]3[cH:12][cH:13][nH:14][c:15]3[cH:16][cH:17]2)[cH:5][cH:6][cH:7][cH:8]1.[CH2:33]1[O:34][CH2:35][CH2:36][CH2:37]1.[H-:18].[Na+:19]>>[C:1](#[N:2])[c:3]1[c:4](-[c:9]2[cH:10][c:11]3[cH:12][cH:13][n:14]([CH:21]([C:22](=[O:23])[O:24][CH2:25][CH3:26])[CH2:27][CH2:28][CH2:29][CH2:30][CH2:31][CH3:32])[c:15]3[cH:16][cH:17]2)[cH:5][cH:6][cH:7][cH:8]1. The reactants are O1CCC(CC1)C(=O)NN (tetrahydro-2H-pyran-4-carbohydrazide), CC1=C(C(=O)N2CCC(CC2)C2=CC=C(C#N)C=C2)C=C(C(=C1)C)C1=NN=C(N1)CC1COCC1 (4-(1-(2,4-dimethyl-5-(5-((tetrahydrofuran-3-yl)methyl)-4H-1,2,4-triazol-3-yl)benzoyl)piperidin-4-yl)benzonitrile), CC1=C(C(=O)N2CCC(CC2)C2=CC=C(C#N)C=C2)C=C(C(=C1)C)C1=NN=C(N1)CC1COCC1 (4-(1-(2,4-dimethyl-5-(5-((tetrahydrofuran-3-yl)methyl)-4H-1,2,4-triazol-3-yl)benzoyl)piperidin-4-yl)benzonitrile), O1CC(CC1)CC(=O)NN (2-(tetrahydrofuran-3-yl)acetohydrazide), O1CCC(CC1)C(=O)NN (tetrahydro-2H-pyran-4-carbohydrazide). The product is CC1=C(C(=O)N2CCC(CC2)C2=CC=C(C#N)C=C2)C=C(C(=C1)C)C1=NN=C(N1)C1CCOCC1 (4-(1-(2,4-Dimethyl-5-(5-(tetrahydro-2H-pyran-4-yl)-4H-1,2,4-triazol-3-yl)benzoyl)piperidin-4-yl)benzonitrile). RXN SMILES: [CH3:1][C:2]1[CH:23]=[C:22]([CH3:24])[C:21]([C:25]2[NH:29][C:28]([CH2:30][CH:31]3[CH2:35][CH2:34][O:33][CH2:32]3)=[N:27][N:26]=2)=[CH:20][C:3]=1[C:4]([N:6]1[CH2:11][CH2:10][CH:9]([C:12]2[CH:19]=[CH:18][C:15]([C:16]#[N:17])=[CH:14][CH:13]=2)[CH2:8][CH2:7]1)=[O:5].O1CCC(C(NN)=O)CC1.O1CCC(CC(NN)=O)C1>>[CH3:1][C:2]1[CH:23]=[C:22]([CH3:24])[C:21]([C:25]2[NH:29][C:28]([CH:30]3[CH2:35][CH2:34][O:33][CH2:32][CH2:31]3)=[N:27][N:26]=2)=[CH:20][C:3]=1[C:4]([N:6]1[CH2:11][CH2:10][CH:9]([C:12]2[CH:19]=[CH:18][C:15]([C:16]#[N:17])=[CH:14][CH:13]=2)[CH2:8][CH2:7]1)=[O:5]. Procedure: The title compound was prepared using standard chemical manipulations and procedures similar to those used for the preparation of 4-(1-(2,4-dimethyl-5-(5-((tetrahydrofuran-3-yl)methyl)-4H-1,2,4-triazol-3-yl)benzoyl)piperidin-4-yl)benzonitrile (compound 130), using tetrahydro-2H-pyran-4-carbohydrazide (compound 137.2) instead of 2-(tetrahydrofuran-3-yl)acetohydrazide (compound 130.4). m/z (ES+) 470 (M+H)+. Reactants: CCOC(=O)c1c(-c2ccccc2)c2cc([N+](=O)[O-])ccc2n1C, [K+], [OH-]. Product: Cn1c(C(=O)O)c(-c2ccccc2)c2cc([N+](=O)[O-])ccc21. Reaction SMILES: [CH3:1][n:2]1[c:3]([C:20](=[O:21])[O:22][CH2:23][CH3:24])[c:4](-[c:14]2[cH:15][cH:16][cH:17][cH:18][cH:19]2)[c:5]2[cH:6][c:7]([N+:11](=[O:12])[O-:13])[cH:8][cH:9][c:10]12.[K+:26].[OH-:25]>>[CH3:1][n:2]1[c:3]([C:20](=[O:21])[OH:22])[c:4](-[c:14]2[cH:15][cH:16][cH:17][cH:18][cH:19]2)[c:5]2[cH:6][c:7]([N+:11](=[O:12])[O-:13])[cH:8][cH:9][c:10]12. The reactants are CC(CCCC)(C)[Mg]Cl (1,1-dimethylpentylmagnesium chloride), [Mg] (magnesium), ClC(CCCC)(C)C (1-chloro-1,1-dimethylpentane), ClCCCC(=O)Cl (4-chlorobutyryl chloride), Cl (hydrochloric acid). The solvent is CCOCC (ether), CCOCC (ether). Conditions: time 12 hour. Yields the product ClCCCC(C(CCCC)(C)C)=O (1-Chloro-5,5-dimethyl-4-nonanone). Reaction SMILES: [CH3:1][C:2]([Mg]Cl)([CH3:7])[CH2:3][CH2:4][CH2:5][CH3:6].[Mg].ClC(C)(C)CCCC.[Cl:19][CH2:20][CH2:21][CH2:22][C:23](Cl)=[O:24].Cl>CCOCC>[Cl:19][CH2:20][CH2:21][CH2:22][C:23](=[O:24])[C:2]([CH3:7])([CH3:1])[CH2:3][CH2:4][CH2:5][CH3:6]. Procedure: Four hundred ml. of a solution in ether of 1,1-dimethylpentylmagnesium chloride prepared from magnesium (24.3 g., 1.0 mole) and 1-chloro-1,1-dimethylpentane (134.5 g., 1.0 mole) according to the procedure of Whitmore and Badertscher [J. Am. Chem. Soc., 55, 1559 (1933)] is added dropwise with stirring to 4-chlorobutyryl chloride (197 g., 1.4 moles) in ether (400 ml.) during 6 hours. The reaction mixture is stirred for an additional 12 hours. It is then poured into a mixture of ice and dilute hydr...